This data is from the Open Reaction Database (ORD), a public repository of structured organic reaction records. The task is: describe an organic reaction: reactants, conditions, products, and yield The reactants are COC(=O)CCc1ccccc1C(C)OCC(O)CNC(C)(C)CC1Cc2ccccc2C1, CO, [Na+], C1CCOC1, [OH-]. Product: CC(OCC(O)CNC(C)(C)CC1Cc2ccccc2C1)c1ccccc1CCC(=O)O. Reaction SMILES: [CH2:1]1[CH:2]([CH2:10][C:11]([CH3:12])([CH3:13])[NH:14][CH2:15][CH:16]([CH2:17][O:18][CH:19]([CH3:20])[c:21]2[c:22]([CH2:27][CH2:28][C:29](=[O:30])[O:31][CH3:32])[cH:23][cH:24][cH:25][cH:26]2)[OH:33])[CH2:3][c:4]2[cH:5][cH:6][cH:7][cH:8][c:9]21.[CH3:41][OH:42].[Na+:35].[O:36]1[CH2:37][CH2:38][CH2:39][CH2:40]1.[OH-:34]>>[CH2:1]1[CH:2]([CH2:10][C:11]([CH3:12])([CH3:13])[NH:14][CH2:15][CH:16]([CH2:17][O:18][CH:19]([CH3:20])[c:21]2[c:22]([CH2:27][CH2:28][C:29](=[O:30])[OH:31])[cH:23][cH:24][cH:25][cH:26]2)[OH:33])[CH2:3][c:4]2[cH:5][cH:6][cH:7][cH:8][c:9]21.